From a dataset of the Open Reaction Database (ORD), a public repository of structured organic reaction records. describe an organic reaction: reactants, conditions, products, and yield The reactants are N(N)C=1SC(=C(N1)C)C(=O)OC (methyl 2-hydrazinyl-4-methylthiazole-5-carboxylate), C(C)OC(C(C(=O)C)CC1=CC=C(C=C1)Cl)=O (2-(4-chlorobenzyl)acetoacetic ethyl ester). The reagents and catalysts are C(C)(=O)O (acetic acid). Run in C(C)O (ethanol), O (water). The product is ClC1=CC=C(CC2=C(NN(C2=O)C=2SC(=C(N2)C)C(=O)OC)C)C=C1 (methyl 2-(4-(4-chlorobenzyl)-3-methyl-5-oxo-2,5-dihydro-1H-pyrazol-1-yl)-4-methylthiazole-5-carboxylate). Yield: 42.0%. RXN SMILES: [NH:1]([C:3]1[S:4][C:5]([C:9]([O:11][CH3:12])=[O:10])=[C:6]([CH3:8])[N:7]=1)[NH2:2].C([O:15][C:16](=O)[CH:17]([CH2:21][C:22]1[CH:27]=[CH:26][C:25]([Cl:28])=[CH:24][CH:23]=1)[C:18]([CH3:20])=O)C>C(O)C.O.C(O)(=O)C>[Cl:28][C:25]1[CH:24]=[CH:23][C:22]([CH2:21][C:17]2[C:16](=[O:15])[N:1]([C:3]3[S:4][C:5]([C:9]([O:11][CH3:12])=[O:10])=[C:6]([CH3:8])[N:7]=3)[NH:2][C:18]=2[CH3:20])=[CH:27][CH:26]=1. Procedure: To a solution of methyl 2-hydrazinyl-4-methylthiazole-5-carboxylate (0.25 g, 1.33 mmol) and 2-(4-chlorobenzyl)acetoacetic ethyl ester (0.24 g, 0.93 mmol) in ethanol (10 mL) and water (1 mL) was added 1 drop of acetic acid at ambient temperature. The reaction mixture was heated to reflux for 17 hours, cooled to ambient temperature. The precipitate was collected by filtration and titrated with ethyl ether to afford the title compound in 42% yield (0.22 g): 1H NMR (300 MHz, DMSO-d6) δ 7.27 (d, J=8....